Dataset: the Open Reaction Database (ORD), a public repository of structured organic reaction records. Task: describe an organic reaction: reactants, conditions, products, and yield Starting materials: C(C)(C)(C)C1=CC=C(CNCCC2=C(C=CC=C2)F)C=C1 ((4-tert-butyl-benzyl)-[2-(2-fluoro-phenyl)-ethyl]-amine), N1C=CC2=CC=CC(=C12)C(=O)O (1H-indole-7-carboxylic acid), CN(C)C(=[N+](C)C)ON1C2=C(C=CC=C2)N=N1.[B-](F)(F)(F)F (TBTU), C(C)(C)N(C(C)C)CC (N,N-diisopropylethyl amine). The solvent is CN(C)C=O (DMF), O (water), CN(C)C=O (DMF). Run at time 5 minute. Yields the product C(C)(C)(C)C1=CC=C(CN(C(=O)C=2C=CC=C3C=CNC23)CCC2=C(C=CC=C2)F)C=C1 (1H-Indole-7-carboxylic acid (4-tert-butyl-benzyl)-[2-(2-fluoro-phenyl)-ethyl]-amide). Isolated yield 86.3%. RXN SMILES: [NH:1]1[C:9]2[C:4](=[CH:5][CH:6]=[CH:7][C:8]=2[C:10]([OH:12])=O)[CH:3]=[CH:2]1.CN(C(ON1N=NC2C=CC=CC1=2)=[N+](C)C)C.[B-](F)(F)(F)F.C(N(CC)C(C)C)(C)C.[C:44]([C:48]1[CH:64]=[CH:63][C:51]([CH2:52][NH:53][CH2:54][CH2:55][C:56]2[CH:61]=[CH:60][CH:59]=[CH:58][C:57]=2[F:62])=[CH:50][CH:49]=1)([CH3:47])([CH3:46])[CH3:45]>CN(C=O)C.O>[C:44]([C:48]1[CH:64]=[CH:63][C:51]([CH2:52][N:53]([CH2:54][CH2:55][C:56]2[CH:61]=[CH:60][CH:59]=[CH:58][C:57]=2[F:62])[C:10]([C:8]2[CH:7]=[CH:6][CH:5]=[C:4]3[C:9]=2[NH:1][CH:2]=[CH:3]3)=[O:12])=[CH:50][CH:49]=1)([CH3:47])([CH3:45])[CH3:46] |f:1.2|. Procedure details: To a solution of 48 mg (0.3 mmol) of 1H-indole-7-carboxylic acid and 96 mg of TBTU (0.3 mmol) in 4 ml DMF, were added 0.26 ml (1.5 mmol) of N,N-diisopropylethyl amine. After stirring for 5 min at rt, 86 mg (0.3 mmol) (4-tert-butyl-benzyl)-[2-(2-fluoro-phenyl)-ethyl]-amine in 1 ml DMF was added. After stirring for 3 h at rt, the reaction mixture was diluted with 50 ml water and extracted with 2×50 ml EtOAc. The combined organic phases were washed with water and brine, dried with magnesium sulfate... As a reaction SMILES: [CH2:1]([CH3:2])[O:3][C:4](=[O:5])[c:6]1[n:7][nH:8][cH:9][c:10]1[N+:11](=[O:12])[O-:13].[CH3:29][OH:30].[CH3:31][CH2:32][OH:33].[N+:14]([c:15]1[c:16]([C:17]([OH:18])=[O:19])[n:20][nH:21][cH:22]1)([O-:23])=[O:24].[S:25]([Cl:26])([Cl:27])=[O:28]>>[CH3:1][O:3][C:4](=[O:5])[c:6]1[n:7][nH:8][cH:9][c:10]1[N+:11](=[O:12])[O-:13]. Product: COC(=O)c1n[nH]cc1[N+](=O)[O-]. Reactants: CCOC(=O)c1n[nH]cc1[N+](=O)[O-], CO, CCO, O=C(O)c1n[nH]cc1[N+](=O)[O-], O=S(Cl)Cl. The reactants are dihydro, O1C=CC=C1 (furan), ClC1=C(C(C(=C(C1=O)Cl)Cl)=O)Cl (tetrachloro-p-benzoquinone). Run in C1(=CC=CC=C1)C (toluene). Yields the product C1(=CC=CC=C1)C=1OC(=C2C=C(C(=CC12)C1=CC=CC=C1)C1=CC=CC=C1)C1=CC=CC=C1 (1,3,5,6-tetraphenylisobenzofuran). Reaction SMILES: [O:1]1[CH:5]=[CH:4][CH:3]=[CH:2]1.Cl[C:7]1[C:12](=O)[C:11](Cl)=[C:10](Cl)[C:9](=O)[C:8]=1Cl>C1(C)C=CC=CC=1>[C:7]1([C:2]2[O:1][C:5]([C:7]3[CH:12]=[CH:11][CH:10]=[CH:9][CH:8]=3)=[C:4]3[C:3]=2[CH:5]=[C:4]([C:7]2[CH:12]=[CH:11][CH:10]=[CH:9][CH:8]=2)[C:3]([C:7]2[CH:12]=[CH:11][CH:10]=[CH:9][CH:8]=2)=[CH:2]3)[CH:12]=[CH:11][CH:10]=[CH:9][CH:8]=1. Procedure: Next, the dihydro-compound of furan and tetrachloro-p-benzoquinone (chloranyl) in toluene were heated under reflux to effect dehydrogenation, yielding 1,3,5,6-tetraphenylisobenzofuran. Starting materials: C(C1=CC=CC=C1)OCCN1C(NCC1(C)C)=O (1-(2-Benzyloxyethyl)-5,5-dimethylimidazolidin-2-one). The reagents and catalysts are [Pd] (Pd/C). Solvent: C(C)O (ethanol). The product is OCCN1C(NCC1(C)C)=O (1-(2-hydoxyethyl)-5,5-dimethylimidazolidin-2-one). RXN SMILES: C([O:8][CH2:9][CH2:10][N:11]1[C:15]([CH3:17])([CH3:16])[CH2:14][NH:13][C:12]1=[O:18])C1C=CC=CC=1>C(O)C.[Pd]>[OH:8][CH2:9][CH2:10][N:11]1[C:15]([CH3:16])([CH3:17])[CH2:14][NH:13][C:12]1=[O:18]. Procedure details: 9b (9 g) was dissolved in ethanol (150 ml) and 5% Pd/C (2.0 g) was added. The mixture was treated with 3 atm. of H2 gas for 36 h. Filtration and removal of solvent gave 1-(2-hydoxyethyl)-5,5-dimethylimidazolidin-2-one as an oil. Yield: 5.1 g.